Dataset: the Open Reaction Database (ORD), a public repository of structured organic reaction records. Task: describe an organic reaction: reactants, conditions, products, and yield Starting materials: N (ammonia), C[C@@H]1CC[C@H]2[C@H](C(=O)O[C@H]3[C@@]24[C@H]1CC[C@@](O3)(OO4)C)C (artemisinin), C(C)(C)(C)C1=C(C(=CC(=C1)C)C(C)(C)C)O (2,6-di-tert-butyl-4-methylphenol), S(O)(O)(=O)=O (sulphuric acid). Run in ClCCl (dichloromethane). Conditions: time 1.5 hour. The product is C[C@@H]1[C@@H]2CCC(C3C24C(NC1=O)O[C@](CC3)(OO4)C)C (11-azaartemisinin). The yield is 45.0%. RXN SMILES: [NH3:1].[CH3:2][C@H:3]1[C@@H:13]2[CH2:14][CH2:15][C@:16]3([CH3:20])[O:18][O:19][C@:12]42[C@H:6]([C@@H:7]([CH3:21])[C:8](O[C@@H:11]4[O:17]3)=[O:9])[CH2:5][CH2:4]1.C(C1C=C(C)C=C(C(C)(C)C)C=1O)(C)(C)C.S(=O)(=O)(O)O>ClCCl>[CH3:21][C@H:7]1[C:8](=[O:9])[NH:1][CH:11]2[O:17][C@@:16]3([CH3:20])[O:18][O:19][C:12]42[C@H:6]1[CH2:5][CH2:4][CH:3]([CH3:2])[CH:13]4[CH2:14][CH2:15]3. Reported procedure: To a saturated solution of methanolic ammonia (12 ml) at room temperature was added artemisinin (1.128 g, 4 mmol). The solution was stirred for 1.5 hours and concentrated under reduced pressure to give a light yellow solid. The solid was dissolved in dichloromethane (180 ml), and 2,6-di-tert-butyl-4-methylphenol (BHT) (80 mg, 0.36 mmol), 15% sulphuric acid (0.8 ml), and silica gel (8.0 g) were added in succession. After stirring overnight at room temperature, the reaction mixture was filtered an... Reactants: ClC1=CN=CC(=N1)NC(CCC)C1=CC(=CC=C1)C (6-chloro-N-[1-(3-methylphenyl)butyl]pyrazin-2-amine), CC1(OB(OC1(C)C)C1=CC=C(C=C1)O)C (4-(4,4,5,5-tetramethyl-1,3,2-dioxaborolan-2-yl)phenol), C(C)(=O)OCC (ethyl acetate), C([O-])([O-])=O.[Na+].[Na+] (sodium carbonate). Reagents/catalysts: C=1C=CC(=CC1)[P](C=2C=CC=CC2)(C=3C=CC=CC3)[Pd]([P](C=4C=CC=CC4)(C=5C=CC=CC5)C=6C=CC=CC6)([P](C=7C=CC=CC7)(C=8C=CC=CC8)C=9C=CC=CC9)[P](C=1C=CC=CC1)(C=1C=CC=CC1)C=1C=CC=CC1 (tetrakis(triphenylphosphine)palladium(0)). Run in C(CC)O.C1(=CC=CC=C1)C (toluene-n-propanol). Yields the product ClC1=CN=CC(=N1)NC(CCC)C1=CC=C(C=C1)C (6-Chloro-N-[1-(4-methylphenyl)butyl]pyrazin-2-amine). Reaction SMILES: [Cl:1][C:2]1[N:7]=[C:6]([NH:8][CH:9]([C:13]2[CH:18]=[CH:17][CH:16]=[C:15](C)[CH:14]=2)[CH2:10][CH2:11][CH3:12])[CH:5]=[N:4][CH:3]=1.[CH3:20]C1(C)C(C)(C)OB(C2C=CC(O)=CC=2)O1.C(=O)([O-])[O-].[Na+].[Na+].C(OCC)(=O)C>C(O)CC.C1(C)C=CC=CC=1.C1C=CC([P]([Pd]([P](C2C=CC=CC=2)(C2C=CC=CC=2)C2C=CC=CC=2)([P](C2C=CC=CC=2)(C2C=CC=CC=2)C2C=CC=CC=2)[P](C2C=CC=CC=2)(C2C=CC=CC=2)C2C=CC=CC=2)(C2C=CC=CC=2)C2C=CC=CC=2)=CC=1>[Cl:1][C:2]1[N:7]=[C:6]([NH:8][CH:9]([C:13]2[CH:14]=[CH:15][C:16]([CH3:20])=[CH:17][CH:18]=2)[CH2:10][CH2:11][CH3:12])[CH:5]=[N:4][CH:3]=1 |f:2.3.4,6.7,^1:62,64,83,102|. Reported procedure: Under a nitrogen atmosphere a mixture of 6-chloro-N-[1-(3-methylphenyl)butyl]pyrazin-2-amine (0.21 g, 0.76 mmol), 4-(4,4,5,5-tetramethyl-1,3,2-dioxaborolan-2-yl)phenol (0.23 g, 91 mmol), tetrakis(triphenylphosphine)palladium(0) (90 mg, 0.08 mmol) in toluene-n-propanol (4 mL, 3:1) was treated with 2M aqueous sodium carbonate solution (0.4 mL, 0.84 mmol). The resulting mixture was stirred vigorously whilst being heated under reflux for 22 hours. Once cool ethyl acetate was added and the mixture dr... The yield is 26.3%. Procedure details: A microwave tube is charged with [4-(6-bromobenzo[b]thiophen-2-yl)-5-chloropyrimidin-2-yl]-[3-(4-methylpiperazin-1-yl)-propyl]-amine (0.045 g, 0.094 mmol), 1.5 equivalent of 2-pyrrolidinone (0.012 g, 0.14 mmol), 4 mol % of palladium acetate (0.010 g, 0.0040 mmol), 8 mol % of Xantphos (0.050 g, 0.0080 mmol), 1.5 equivalent of cesium carbonate (0.049 g, 0.15 mmol) and acetonitrile (2 mL). The reaction is sealed and heated under microwave condition at 150° C. for 15 minutes, cooled down, filtered a... Reagents/catalysts: C(C)(=O)[O-].[Pd+2].C(C)(=O)[O-] (palladium acetate). RXN SMILES: Br[C:2]1[CH:3]=[CH:4][C:5]2[CH:9]=[C:8]([C:10]3[C:15]([Cl:16])=[CH:14][N:13]=[C:12]([NH:17][CH2:18][CH2:19][CH2:20][N:21]4[CH2:26][CH2:25][N:24]([CH3:27])[CH2:23][CH2:22]4)[N:11]=3)[S:7][C:6]=2[CH:28]=1.[NH:29]1[CH2:33][CH2:32][CH2:31][C:30]1=[O:34].CC1(C)C2C(=C(P(C3C=CC=CC=3)C3C=CC=CC=3)C=CC=2)OC2C(P(C3C=CC=CC=3)C3C=CC=CC=3)=CC=CC1=2.C(=O)([O-])[O-].[Cs+].[Cs+]>C([O-])(=O)C.[Pd+2].C([O-])(=O)C.C(#N)C>[Cl:16][C:15]1[C:10]([C:8]2[S:7][C:6]3[CH:28]=[C:2]([N:29]4[CH2:33][CH2:32][CH2:31][C:30]4=[O:34])[CH:3]=[CH:4][C:5]=3[CH:9]=2)=[N:11][C:12]([NH:17][CH2:18][CH2:19][CH2:20][N:21]2[CH2:26][CH2:25][N:24]([CH3:27])[CH2:23][CH2:22]2)=[N:13][CH:14]=1 |f:3.4.5,6.7.8|. Conditions: temperature 150 celsius. The product is ClC=1C(=NC(=NC1)NCCCN1CCN(CC1)C)C1=CC2=C(S1)C=C(C=C2)N2C(CCC2)=O (1-(2-{5-Chloro-2-[3-(4-methylpiperazin-1-yl)-propylamino]-pyrimidin-4-yl}-benzo[b]thiophen-6-yl)-pyrrolidin-2-one). Reactants: crude material, BrC=1C=CC2=C(SC(=C2)C2=NC(=NC=C2Cl)NCCCN2CCN(CC2)C)C1 ([4-(6-bromobenzo[b]thiophen-2-yl)-5-chloropyrimidin-2-yl]-[3-(4-methylpiperazin-1-yl)-propyl]-amine), N1C(CCC1)=O (2-pyrrolidinone), CC1(C2=C(C(=CC=C2)P(C3=CC=CC=C3)C4=CC=CC=C4)OC5=C(C=CC=C51)P(C6=CC=CC=C6)C7=CC=CC=C7)C (Xantphos), C([O-])([O-])=O.[Cs+].[Cs+] (cesium carbonate). Solvent: C(C)#N (acetonitrile). Reactants: CC(=O)c1cc(Br)ccc1O, CCO, CCOC(C)=O, O=Cc1ccc(Cl)cc1, [Na+], [Na+], O, O, O, O, O, O, O, O, O, OB1O[B-]2(O)OB(O)O[B-](O)(O1)O2. The product is O=C1CC(c2ccc(Cl)cc2)Oc2ccc(Br)cc21. RXN SMILES: [Br:1][c:2]1[cH:3][cH:4][c:5]([OH:11])[c:6]([C:8]([CH3:9])=[O:10])[cH:7]1.[CH3:45][CH2:46][OH:47].[CH3:48][CH2:49][O:50][C:51]([CH3:52])=[O:53].[Cl:12][c:13]1[cH:14][cH:15][c:16]([CH:17]=[O:18])[cH:19][cH:20]1.[Na+:21].[Na+:22].[OH2:23].[OH2:24].[OH2:25].[OH2:26].[OH2:27].[OH2:28].[OH2:29].[OH2:30].[OH2:44].[OH:31][B:32]1[O:33][B-:34]2([OH:43])[O:35][B-:36]([OH:41])([O:37][B:38]([OH:40])[O:39]2)[O:42]1>>[Br:1][c:2]1[cH:3][cH:4][c:5]2[c:6]([cH:7]1)[C:8](=[O:10])[CH2:9][CH:17]([c:16]1[cH:15][cH:14][c:13]([Cl:12])[cH:20][cH:19]1)[O:11]2. The reactants are NC=1SC=CN1 (2-aminothiazole), ClC(C(C)=O)CC=O (3-Chloro-2,5-pentanedione). Solvent: C(C)O (ethanol). Yields the product CC=1N=C2SC=CN2C1C(C)=O (1-(6-Methylimidazo[2,1-b]thiazol-5-yl)ethanone), salt. Yield: 11.7%. Reaction SMILES: [NH2:1][C:2]1[S:3][CH:4]=[CH:5][N:6]=1.Cl[CH:8]([CH2:12][CH:13]=O)[C:9](=[O:11])[CH3:10]>C(O)C>[CH3:13][C:12]1[N:1]=[C:2]2[N:6]([C:8]=1[C:9](=[O:11])[CH3:10])[CH:5]=[CH:4][S:3]2. Procedure details: 2-Aminothiazole was recrystallized from anhydrous ethanol, filtered and dried before use. A solution of 2-aminothiazole (16) (20.9 g, 202.4 mmoL) and 3-Chloro-2,5-pentanedione (2) (33.7 g, 97%, 242.9 mmol, 1.2 eq) in 180 mL of anhydrous ethanol was refluxed for 72 h in an oil bath. The black reaction mixture was cooled and concentrated under reduced pressure. The residue was treated with saturated sodium bicarbonate solution in portions, and then extracted with dichloromethane. The organic phase... Reactants: C(CCC)N(C(CC(C)(C)C(=O)OC)=O)CC1=CC=C(C=C1)C1=C(C=CC=C1)C#N (3-methoxycarbonyl-3-methyl-butanoic acid N-butyl-N-(2'-cyanobiphenyl-4-ylmethyl)-amide), C(CCC)[Sn](CCCC)(CCCC)N=[N+]=[N-] (tributyltin azide), [OH-].[K+] (potassium hydroxide). Solvent: CC=1C=CC=CC1C (o-xylene). Product: C(CCC)N(C(CC(C)(C)C(=O)O)=O)CC1=CC=C(C=C1)C1=C(C=CC=C1)C1=NN=NN1 (3-carboxy-3-methyl-butanoic acid N-butyl-N-[2'-(1H-tetrazol-5-yl)biphenyl-4-ylmethyl]-amide). As a reaction SMILES: [CH2:1]([N:5]([CH2:16][C:17]1[CH:22]=[CH:21][C:20]([C:23]2[CH:28]=[CH:27][CH:26]=[CH:25][C:24]=2[C:29]#[N:30])=[CH:19][CH:18]=1)[C:6](=[O:15])[CH2:7][C:8]([C:11]([O:13]C)=[O:12])([CH3:10])[CH3:9])[CH2:2][CH2:3][CH3:4].C([Sn]([N:44]=[N+:45]=[N-:46])(CCCC)CCCC)CCC.[OH-].[K+]>CC1C=CC=CC=1C>[CH2:1]([N:5]([CH2:16][C:17]1[CH:18]=[CH:19][C:20]([C:23]2[CH:28]=[CH:27][CH:26]=[CH:25][C:24]=2[C:29]2[NH:46][N:45]=[N:44][N:30]=2)=[CH:21][CH:22]=1)[C:6](=[O:15])[CH2:7][C:8]([C:11]([OH:13])=[O:12])([CH3:9])[CH3:10])[CH2:2][CH2:3][CH3:4] |f:2.3|. Reported procedure: A solution of 4.0 g (9.8 mmol) of 3-methoxycarbonyl-3-methyl-butanoic acid N-butyl-N-(2'-cyanobiphenyl-4-ylmethyl)-amide and 4.3 g (13 mmol) of tributyltin azide in 80 ml of o-xylene is reacted analogously to Example 1 for 24 hours. For hydrolysis, the reaction mixture is stirred with 50 ml of 2N potassium hydroxide solution at from 40 bis 50° for 4 hours. The aqueous phase is separated and acidified with 2N hydrochloric acid, and the oil which separates is extracted with ethyl acetate. Washing ... The reactants are O=C([O-])[O-], CI, [K+], [K+], O=[N+]([O-])c1ccc(CNCC2CCCO2)cc1, CN(C)C=O, O. Product: CN(Cc1ccc([N+](=O)[O-])cc1)CC1CCCO1. As a reaction SMILES: [C:20](=[O:21])([O-:22])[O-:23].[CH3:1][I:2].[K+:24].[K+:25].[N+:3](=[O:4])([O-:5])[c:6]1[cH:7][cH:8][c:9]([CH2:10][NH:11][CH2:12][CH:13]2[O:14][CH2:15][CH2:16][CH2:17]2)[cH:18][cH:19]1.[O:26]=[CH:27][N:28]([CH3:29])[CH3:30].[OH2:31]>>[N+:3](=[O:4])([O-:5])[c:6]1[cH:7][cH:8][c:9]([CH2:10][N:11]([CH2:12][CH:13]2[O:14][CH2:15][CH2:16][CH2:17]2)[CH3:20])[cH:18][cH:19]1.